From a dataset of the Open Reaction Database (ORD), a public repository of structured organic reaction records. describe an organic reaction: reactants, conditions, products, and yield Starting materials: N1C=NC=C1 (imidazole), ClC=1N=C(C2=C(N1)SC(=C2C)C)NCC2=CC(=C(C=C2)Cl)Cl (2-chloro-5,6-dimethyl-4-(3,4-dichlorobenzylamino)-thieno-[2,3-d]-pyrimidine). The product is N1(C=NC=C1)C=1N=C(C2=C(N1)SC(=C2C)C)NCC2=CC(=C(C=C2)Cl)Cl (2-(imidazol-1-yl)-5,6-dimethyl-4-(3,4-dichlorobenzylamino)-thieno-[2,3-d]-pyrimidine). RXN SMILES: [NH:1]1[CH:5]=[CH:4][N:3]=[CH:2]1.Cl[C:7]1[N:8]=[C:9]([NH:18][CH2:19][C:20]2[CH:25]=[CH:24][C:23]([Cl:26])=[C:22]([Cl:27])[CH:21]=2)[C:10]2[C:15]([CH3:16])=[C:14]([CH3:17])[S:13][C:11]=2[N:12]=1>>[N:1]1([C:7]2[N:8]=[C:9]([NH:18][CH2:19][C:20]3[CH:25]=[CH:24][C:23]([Cl:26])=[C:22]([Cl:27])[CH:21]=3)[C:10]3[C:15]([CH3:16])=[C:14]([CH3:17])[S:13][C:11]=3[N:12]=2)[CH:5]=[CH:4][N:3]=[CH:2]1. Reported procedure: Following the procedure of Example 97, the reaction of imidazole with 2-chloro-5,6-dimethyl-4-(3,4-dichlorobenzylamino)-thieno-[2,3-d]-pyrimidine gives 2-(imidazol-1-yl)-5,6-dimethyl-4-(3,4-dichlorobenzylamino)-thieno-[2,3-d]-pyrimidine. The reactants are C[C@H]1CC[C@H](N1C(=O)OC(C)(C)C)C(=O)OCC ((2S,5S)-1-tert-butyl 2-ethyl 5-methylpyrrolidine-1,2-dicarboxylate), O.[OH-].[Li+] (lithium hydroxide mono hydrate), O (water). The solvent is C(C)O (ethanol). Run at time 16 hour. Product: C(C)(C)(C)OC(=O)N1[C@@H](CC[C@@H]1C)C(=O)O ((2S,5S)-1-(tert-butoxycarbonyl)-5-methylpyrrolidine-2-carboxylic acid). Reaction SMILES: [CH3:1][C@@H:2]1[N:6]([C:7]([O:9][C:10]([CH3:13])([CH3:12])[CH3:11])=[O:8])[C@H:5]([C:14]([O:16]CC)=[O:15])[CH2:4][CH2:3]1.O.[OH-].[Li+].O>C(O)C>[C:10]([O:9][C:7]([N:6]1[C@@H:2]([CH3:1])[CH2:3][CH2:4][C@H:5]1[C:14]([OH:16])=[O:15])=[O:8])([CH3:11])([CH3:12])[CH3:13] |f:1.2.3|. Reported procedure: To a solution of (2S,5S)-1-tert-butyl 2-ethyl 5-methylpyrrolidine-1,2-dicarboxylate (6.46 g, 25.1 mmol) in ethanol (20 mL) was added lithium hydroxide mono hydrate (2.11 g, 50.2 mmol) and deionized water (12 mL). The mixture was allowed to stir for 16 hours then partitioned between ethylacetate and a 1:1 mixture of saturated brine and 1N HCl. The aqueous layer was extracted an additional time with ethyl acetate. The organic layers were combined, dried with sodium sulfate and the solvent was remo... Reactants: ClCCl, COC(=O)CCCCCCC(=O)NCC(O)c1ccccc1. Product: COC(=O)CCCCCCC(=O)NCC(=O)c1ccccc1. Reaction SMILES: [CH2:23]([Cl:24])[Cl:25].[CH3:1][O:2][C:3]([CH2:4][CH2:5][CH2:6][CH2:7][CH2:8][CH2:9][C:10]([NH:11][CH2:12][CH:13]([c:14]1[cH:15][cH:16][cH:17][cH:18][cH:19]1)[OH:20])=[O:21])=[O:22]>>[CH3:1][O:2][C:3]([CH2:4][CH2:5][CH2:6][CH2:7][CH2:8][CH2:9][C:10]([NH:11][CH2:12][C:13]([c:14]1[cH:15][cH:16][cH:17][cH:18][cH:19]1)=[O:20])=[O:21])=[O:22]. Reactants: FC1=C2[C@H](CCOC2=CC(=C1)F)OC1=CC(=CC=2N(C(=NC21)C)S(=O)(=O)C2=CC=C(C=C2)C)C(=O)N(C)C ((−)-4-[((4S)-5,7-difluoro-3,4-dihydro-2H-chromen-4-yl)oxy]-N,N,2-trimethyl-1-[(4-methylphenyl)-sulfonyl]-1H-benzimidazole-6-carboxamide), [OH-].[Na+] (sodium hydroxide). Solvent: O1CCCC1 (tetrahydrofuran), CC(C)O (2-propanol), C(C)(=O)OCC (ethyl acetate). Reaction conditions: time 4 hour. The product is FC1=C2[C@H](CCOC2=CC(=C1)F)OC1=CC(=CC=2NC(=NC21)C)C(=O)N(C)C ((−)-4-[((4S)-5,7-Difluoro-3,4-dihydro-2H-chromen-4-yl)oxy]-N,N,2-trimethyl-1H-benzimidazole-6-carboxamide). Isolated yield 87.8%. RXN SMILES: [F:1][C:2]1[CH:11]=[C:10]([F:12])[CH:9]=[C:8]2[C:3]=1[C@@H:4]([O:13][C:14]1[C:22]3[N:21]=[C:20]([CH3:23])[N:19](S(C4C=CC(C)=CC=4)(=O)=O)[C:18]=3[CH:17]=[C:16]([C:34]([N:36]([CH3:38])[CH3:37])=[O:35])[CH:15]=1)[CH2:5][CH2:6][O:7]2.[OH-].[Na+]>O1CCCC1.CC(O)C.C(OCC)(=O)C>[F:1][C:2]1[CH:11]=[C:10]([F:12])[CH:9]=[C:8]2[C:3]=1[C@@H:4]([O:13][C:14]1[C:22]3[N:21]=[C:20]([CH3:23])[NH:19][C:18]=3[CH:17]=[C:16]([C:34]([N:36]([CH3:37])[CH3:38])=[O:35])[CH:15]=1)[CH2:5][CH2:6][O:7]2 |f:1.2|. Procedure details: To a solution of (−)-4-[((4S)-5,7-difluoro-3,4-dihydro-2H-chromen-4-yl)oxy]-N,N,2-trimethyl-1-[(4-methylphenyl)-sulfonyl]-1H-benzimidazole-6-carboxamide (24.2 g, 44.7 mmol, STEP 9) in tetrahydrofuran (65 mL) and 2-propanol (220 mL) was added 2M sodium hydroxide aqueous solution (220 mL, 440 mmol) at room temperature. After stirring at room temperature for 4 hours, the mixture was diluted with ethyl acetate (1.20 L) and washed with saturated ammonium chloride aqueous solution (500 mL). The organi... The reactants are FC(OC1=CC=C(N)C=C1)(F)F (4-Trifluoromethoxyaniline), C(C)OC=1C(C(C1OCC)=O)=O (3,4-diethoxy-3-cyclobutene-1,2-dione). Solvent: C(C)O (ethanol). The product is C(C)OC=1C(C(C1NC1=CC=C(C=C1)OC(F)(F)F)=O)=O (3-ethoxy-4-(4-trifluoromethoxy-phenylamino)-cyclobut-3-ene-1,2-dione). The yield is 53.0%. RXN SMILES: [F:1][C:2]([F:12])([F:11])[O:3][C:4]1[CH:10]=[CH:9][C:7]([NH2:8])=[CH:6][CH:5]=1.[CH2:13]([O:15][C:16]1[C:17](=O)[C:18](=[O:23])[C:19]=1[O:20]CC)[CH3:14]>C(O)C>[CH2:13]([O:15][C:16]1[C:19](=[O:20])[C:18](=[O:23])[C:17]=1[NH:8][C:7]1[CH:9]=[CH:10][C:4]([O:3][C:2]([F:11])([F:12])[F:1])=[CH:5][CH:6]=1)[CH3:14]. Reported procedure: 4-Trifluoromethoxyaniline (5.00 g, 28.2 mmol) was added to a solution of 3,4-diethoxy-3-cyclobutene-1,2-dione (5.00 g, 29.4 mmol) in absolute ethanol (50 mL). The mixture was heated at reflux overnight, then vacuum filtered hot. The filtrate was reduced in volume and the resulting precipitate was filtered to afford 4.50 g (53%) of white solid: mp 145°-146° C.; 1H NMR (DMSO-d6): δ 10.87 (s, 1H), 7.45 (d, 2H), 7.36 (d, 2H), 4.75 (q, 2H), 1.41 (t, 3H). Reactants: CC(=O)O, O=N[O-], [Na+], O, CCOC(=O)CC(=O)c1ccccn1. Product: CCOC(=O)C(=NO)C(=O)c1ccccn1. RXN SMILES: [CH3:19][C:20](=[O:21])[OH:22].[N:15](=[O:16])[O-:17].[Na+:18].[OH2:23].[c:1]1([C:7](=[O:8])[CH2:9][C:10](=[O:11])[O:12][CH2:13][CH3:14])[cH:2][cH:3][cH:4][cH:5][n:6]1>>[c:1]1([C:7](=[O:8])[C:9]([C:10](=[O:11])[O:12][CH2:13][CH3:14])=[N:15][OH:16])[cH:2][cH:3][cH:4][cH:5][n:6]1. The reactants are CCOC(=O)C(C)Br, CCO, Oc1ccc(Oc2ccc(Cl)cc2)cc1, [Na]. Yields the product CCOC(=O)C(C)Oc1ccc(Oc2ccc(Cl)cc2)cc1. Reaction SMILES: [Br:1][CH:2]([C:3](=[O:4])[O:5][CH2:6][CH3:7])[CH3:8].[CH3:25][CH2:26][OH:27].[Cl:9][c:10]1[cH:11][cH:12][c:13]([O:14][c:15]2[cH:16][cH:17][c:18]([OH:21])[cH:19][cH:20]2)[cH:22][cH:23]1.[Na:24]>>[CH:2]([C:3](=[O:4])[O:5][CH2:6][CH3:7])([CH3:8])[O:21][c:18]1[cH:17][cH:16][c:15]([O:14][c:13]2[cH:12][cH:11][c:10]([Cl:9])[cH:23][cH:22]2)[cH:20][cH:19]1.